This data is from the Open Reaction Database (ORD), a public repository of structured organic reaction records. The task is: describe an organic reaction: reactants, conditions, products, and yield Starting materials: COC(=O)C1CN(Cc2ccc(Br)c(F)c2)C1, CCC(c1ccccc1)c1ccc2oc(B(O)O)cc2c1. The product is CCC(c1ccccc1)c1ccc2oc(-c3ccc(CN4CC(C(=O)OC)C4)cc3F)cc2c1. Reaction SMILES: [Br:1][c:2]1[c:3]([F:17])[cH:4][c:5]([CH2:6][N:7]2[CH2:8][CH:9]([C:11](=[O:12])[O:13][CH3:14])[CH2:10]2)[cH:15][cH:16]1.[c:18]1([CH:24]([CH2:25][CH3:26])[c:27]2[cH:28][cH:29][c:30]3[c:31]([cH:32][c:33]([B:35]([OH:36])[OH:37])[o:34]3)[cH:38]2)[cH:19][cH:20][cH:21][cH:22][cH:23]1>>[c:2]1(-[c:33]2[cH:32][c:31]3[c:30]([cH:29][cH:28][c:27]([CH:24]([c:18]4[cH:19][cH:20][cH:21][cH:22][cH:23]4)[CH2:25][CH3:26])[cH:38]3)[o:34]2)[c:3]([F:17])[cH:4][c:5]([CH2:6][N:7]2[CH2:8][CH:9]([C:11](=[O:12])[O:13][CH3:14])[CH2:10]2)[cH:15][cH:16]1. Reactants: CCCC1(C(=O)c2ccc(Cl)c(Cl)n2)CCCN1C(=O)OC(C)(C)C, CO, Cl. The product is CCCC1(C(=O)c2ccc(Cl)c(Cl)n2)CCCN1. RXN SMILES: [C:1]([O:2][C:3](=[O:4])[N:8]1[C:9]([CH2:13][CH2:14][CH3:15])([C:16](=[O:17])[c:18]2[n:19][c:20]([Cl:25])[c:21]([Cl:24])[cH:22][cH:23]2)[CH2:10][CH2:11][CH2:12]1)([CH3:5])([CH3:6])[CH3:7].[CH3:27][OH:28].[ClH:26]>>[NH:8]1[C:9]([CH2:13][CH2:14][CH3:15])([C:16](=[O:17])[c:18]2[n:19][c:20]([Cl:25])[c:21]([Cl:24])[cH:22][cH:23]2)[CH2:10][CH2:11][CH2:12]1. Conditions: time 4 hour. Product: ClC1=C(C=CC=2C(C3=CC=C(C=C3OC12)Cl)=O)OCC(=O)O (4,6-dichloro-9-oxo9H-xanthene-3-yloxyacetic acid). Procedure: A mixture of 4,6-dichloro-3-hydroxy-9-oxo-9H-xanthene (2.0 g), potassium carbonate (3.4 g), ethyl bromoacetate (4.2 g) and DMF (60 ml) was stirred at 60°-65° C. for 4 hours. After cooling the mixture, sodium hydroxide (4 g) and water (100 ml) were added and the resulting mixture was stirred at 90°-100° C. for 30 minutes. After cooling, the mixture was rendered acidic with hydrochloric acid and the solid crystal was recovered by filtration, washed with water and dried. Recrystallization from DMF ... Run in O (water), CN(C)C=O (DMF). Reaction SMILES: [Cl:1][C:2]1[C:15]2[O:14][C:13]3[C:8](=[CH:9][CH:10]=[C:11]([Cl:16])[CH:12]=3)[C:7](=[O:17])[C:6]=2[CH:5]=[CH:4][C:3]=1[OH:18].C(=O)([O-])[O-].[K+].[K+].Br[CH2:26][C:27]([O:29]CC)=[O:28].[OH-].[Na+].Cl>O.CN(C=O)C>[Cl:1][C:2]1[C:15]2[O:14][C:13]3[C:8](=[CH:9][CH:10]=[C:11]([Cl:16])[CH:12]=3)[C:7](=[O:17])[C:6]=2[CH:5]=[CH:4][C:3]=1[O:18][CH2:26][C:27]([OH:29])=[O:28] |f:1.2.3,5.6|. The yield is 62.2%. Reactants: [OH-].[Na+] (sodium hydroxide), Cl (hydrochloric acid), ClC1=C(C=CC=2C(C3=CC=C(C=C3OC12)Cl)=O)O (4,6-dichloro-3-hydroxy-9-oxo-9H-xanthene), C([O-])([O-])=O.[K+].[K+] (potassium carbonate), BrCC(=O)OCC (ethyl bromoacetate). The reactants are C(C)C(CC)(C)C1=CC=CC1 ((1-ethyl-1-methylpropyl)cyclopentadiene), CC(=O)C (acetone), N1CCCC1 (pyrrolidine). Solvent: CO (methanol), CCOCC (ether), O (water). The product is C(C)C(CC)(C)C=1C=CC(C1)=C(C)C (3-(1-ethyl-1-methylpropyl)-6,6-dimethylfulvene). Yield: 91.8%. Reaction SMILES: [CH2:1]([C:3]([C:7]1[CH2:11][CH:10]=[CH:9][CH:8]=1)([CH3:6])[CH2:4][CH3:5])[CH3:2].[CH3:12][C:13]([CH3:15])=O.N1CCCC1>CO.CCOCC.O>[CH2:1]([C:3]([C:7]1[CH:11]=[CH:10][C:9](=[C:13]([CH3:15])[CH3:12])[CH:8]=1)([CH3:6])[CH2:4][CH3:5])[CH3:2]. Procedure details: To a solution of 2.50 g (16.6 mmol) of (1-ethyl-1-methylpropyl)cyclopentadiene in 20 ml of methanol, 8.4 ml (114.4 mmol) of acetone and 2.8 ml (33.5 mmol) of pyrrolidine were added with ice cooling, followed by stirring at room temperature for one night. After the reaction solution was diluted with 100 ml of ether, 50 ml of water was added. The organic phase was separated, washed with water and a saturated saline solution, then dried over anhydrous magnesium sulfate and filtered. From the filtra... Starting materials: COC(=O)c1ccc2c(C3CCCCC3)c(Br)n(CC(=O)OC(C)(C)C)c2c1, O=C([O-])[O-], CCOC(C)=O, O=Cc1sccc1B(O)O, [Na+], [Na+], C1COCCO1, Cl[Pd]Cl, c1ccc(P(c2ccccc2)c2ccccc2)cc1, c1ccc(P(c2ccccc2)c2ccccc2)cc1. The product is COC(=O)c1ccc2c(C3CCCCC3)c(-c3ccsc3C=O)n(CC(=O)OC(C)(C)C)c2c1. RXN SMILES: [Br:1][c:2]1[n:3]([CH2:21][C:22](=[O:23])[O:24][C:25]([CH3:26])([CH3:27])[CH3:28])[c:4]2[cH:5][c:6]([C:17](=[O:18])[O:19][CH3:20])[cH:7][cH:8][c:9]2[c:10]1[CH:11]1[CH2:12][CH2:13][CH2:14][CH2:15][CH2:16]1.[C:39](=[O:40])([O-:41])[O-:42].[CH3:45][CH2:46][O:47][C:48]([CH3:49])=[O:50].[CH:29](=[O:30])[c:31]1[s:32][cH:33][cH:34][c:35]1[B:36]([OH:37])[OH:38].[Na+:43].[Na+:44].[O:51]1[CH2:52][CH2:53][O:54][CH2:55][CH2:56]1.[Pd:57]([Cl:58])[Cl:59].[c:60]1([P:61]([c:62]2[cH:63][cH:64][cH:65][cH:66][cH:67]2)[c:68]2[cH:69][cH:70][cH:71][cH:72][cH:73]2)[cH:74][cH:75][cH:76][cH:77][cH:78]1.[c:79]1([P:80]([c:81]2[cH:82][cH:83][cH:84][cH:85][cH:86]2)[c:87]2[cH:88][cH:89][cH:90][cH:91][cH:92]2)[cH:93][cH:94][cH:95][cH:96][cH:97]1>>[c:2]1(-[c:35]2[c:31]([CH:29]=[O:30])[s:32][cH:33][cH:34]2)[n:3]([CH2:21][C:22](=[O:23])[O:24][C:25]([CH3:26])([CH3:27])[CH3:28])[c:4]2[cH:5][c:6]([C:17](=[O:18])[O:19][CH3:20])[cH:7][cH:8][c:9]2[c:10]1[CH:11]1[CH2:12][CH2:13][CH2:14][CH2:15][CH2:16]1. The reactants are CCOC(=O)C(Cc1ccc(OCCNC(=O)c2ccc(-c3ccccn3)cc2)cc1)Oc1ccc(C#N)cc1, [Na+], [OH-]. Product: N#Cc1ccc(OC(Cc2ccc(OCCNC(=O)c3ccc(-c4ccccn4)cc3)cc2)C(=O)O)cc1. Reaction SMILES: [C:1](#[N:2])[c:3]1[cH:4][cH:5][c:6]([O:7][CH:8]([C:9](=[O:10])[O:11][CH2:12][CH3:13])[CH2:14][c:15]2[cH:16][cH:17][c:18]([O:21][CH2:22][CH2:23][NH:24][C:25]([c:26]3[cH:27][cH:28][c:29](-[c:32]4[n:33][cH:34][cH:35][cH:36][cH:37]4)[cH:30][cH:31]3)=[O:38])[cH:19][cH:20]2)[cH:39][cH:40]1.[Na+:42].[OH-:41]>>[C:1](#[N:2])[c:3]1[cH:4][cH:5][c:6]([O:7][CH:8]([C:9](=[O:10])[OH:11])[CH2:14][c:15]2[cH:16][cH:17][c:18]([O:21][CH2:22][CH2:23][NH:24][C:25]([c:26]3[cH:27][cH:28][c:29](-[c:32]4[n:33][cH:34][cH:35][cH:36][cH:37]4)[cH:30][cH:31]3)=[O:38])[cH:19][cH:20]2)[cH:39][cH:40]1. Starting materials: NC1[C@@H]2N(C(C(S2)(C)C)C(=O)O)C1=O (6-amino-2,2-dimethylpenam-3-carboxylic acid), OO (hydrogen peroxide), C(C)#N (acetonitrile). Reagents/catalysts: O.O.[O-][W](=O)(=O)[O-].[Na+].[Na+] (sodium tungstate dihydrate). The solvent is O (water). Conditions: time 1 hour. The product is NC1[C@@H]2N(C(C(S2=O)(C)C)C(=O)O)C1=O (6-amino-2,2-dimethylpenam-3-carboxylic acid-1-oxide). RXN SMILES: [NH2:1][CH:2]1[C:13](=[O:14])[N:4]2[CH:5]([C:10]([OH:12])=[O:11])[C:6]([CH3:9])([CH3:8])[S:7][C@H:3]12.[OH:15]O.C(#N)C>O.O.O.[O-][W]([O-])(=O)=O.[Na+].[Na+]>[NH2:1][CH:2]1[C:13](=[O:14])[N:4]2[CH:5]([C:10]([OH:12])=[O:11])[C:6]([CH3:9])([CH3:8])[S:7](=[O:15])[C@H:3]12 |f:4.5.6.7.8|. Procedure: 6-amino-2,2-dimethylpenam-3-carboxylic acid (1.06 g.) was suspended in water (6 cc), and sodium tungstate dihydrate (10 mg.) was added thereto. To the stirred mixture was added, dropwise, 30% hydrogen peroxide (0.8 cc) while cooling in an ice bath over a period of 20 minutes, and the mixture was stirred for 1 hour at the same temperature. To this mixture was added, dropwise, cooled acetonitrile (90 cc), and the precipitate was collected by filtration and dried under reduced pressure to yield a p...